This data is from the Open Reaction Database (ORD), a public repository of structured organic reaction records. The task is: describe an organic reaction: reactants, conditions, products, and yield Starting materials: COC1=C(C=CC=C1)N1CCNCC1 (1-(2-methoxyphenyl)piperazine), BrCCCC(=O)OCC (ethyl 4-bromobutanoate), C(=O)([O-])[O-].[K+].[K+] (K2CO3). The solvent is C(C)#N (acetonitrile). Yields the product COC1=C(C=CC=C1)N1CCN(CC1)CCCC(=O)OCC (Ethyl 4-[4-(2-methoxyphenyl)piperazin-1-yl]butanoate). Isolated yield 68.4%. As a reaction SMILES: [CH3:1][O:2][C:3]1[CH:8]=[CH:7][CH:6]=[CH:5][C:4]=1[N:9]1[CH2:14][CH2:13][NH:12][CH2:11][CH2:10]1.Br[CH2:16][CH2:17][CH2:18][C:19]([O:21][CH2:22][CH3:23])=[O:20].C([O-])([O-])=O.[K+].[K+]>C(#N)C>[CH3:1][O:2][C:3]1[CH:8]=[CH:7][CH:6]=[CH:5][C:4]=1[N:9]1[CH2:14][CH2:13][N:12]([CH2:16][CH2:17][CH2:18][C:19]([O:21][CH2:22][CH3:23])=[O:20])[CH2:11][CH2:10]1 |f:2.3.4|. Reported procedure: A stirred mixture of 1-(2-methoxyphenyl)piperazine (1.50 g, 7.8 mmol), ethyl 4-bromobutanoate (0.9 mL, 6.3 mmol), and K2CO3 (0.87 g, 6.3 mmol) in acetonitrile was refluxed overnight. After the mixture was cooled, the mixture was evaporated to dryness and H2O (20 mL) was added to the residue. The aqueous phase was extracted with CH2Cl2 (230 mL). The collected organic layers were dried over Na2SO4 and evaporated under reduced pressure. The crude residue was chromatographed (CHCl3/AcOEt, 1:1, as el... Starting materials: N1(CCNCC1)C=1C=C(C=CC1)NC(=O)C=1C(=CC=CC1)C1=CC=C(C=C1)C(F)(F)F (4′-trifluoromethyl-biphenyl-2-carboxylic acid (3-piperazin-1-yl-phenyl)-amide), C(=O)([O-])[O-].[K+].[K+] (K2CO3), C(#N)C=1C=C(CBr)C=CC1 (3-cyano-benzyl bromide). Solvent: CC(=O)C (acetone). Yields the product C(#N)C=1C=C(CN2CCN(CC2)C=2C=C(C=CC2)NC(=O)C=2C(=CC=CC2)C2=CC=C(C=C2)C(F)(F)F)C=CC1 (4′-Trifluoromethyl-biphenyl-2-carboxylic Acid [3-[4-(3-cyano-benzyl)-piperazin-1-yl]-phenyl]-amide). The yield is 26.8%. RXN SMILES: [N:1]1([C:7]2[CH:8]=[C:9]([NH:13][C:14]([C:16]3[C:17]([C:22]4[CH:27]=[CH:26][C:25]([C:28]([F:31])([F:30])[F:29])=[CH:24][CH:23]=4)=[CH:18][CH:19]=[CH:20][CH:21]=3)=[O:15])[CH:10]=[CH:11][CH:12]=2)[CH2:6][CH2:5][NH:4][CH2:3][CH2:2]1.C([O-])([O-])=O.[K+].[K+].[C:38]([C:40]1[CH:41]=[C:42]([CH:45]=[CH:46][CH:47]=1)[CH2:43]Br)#[N:39]>CC(C)=O>[C:38]([C:40]1[CH:41]=[C:42]([CH:45]=[CH:46][CH:47]=1)[CH2:43][N:4]1[CH2:5][CH2:6][N:1]([C:7]2[CH:8]=[C:9]([NH:13][C:14]([C:16]3[C:17]([C:22]4[CH:27]=[CH:26][C:25]([C:28]([F:29])([F:31])[F:30])=[CH:24][CH:23]=4)=[CH:18][CH:19]=[CH:20][CH:21]=3)=[O:15])[CH:10]=[CH:11][CH:12]=2)[CH2:2][CH2:3]1)#[N:39] |f:1.2.3|. Procedure details: To a solution of 4′-trifluoromethyl-biphenyl-2-carboxylic acid (3-piperazin-1-yl-phenyl)-amide (0.5 g) in acetone (20 mL) containing K2CO3 (0.19 g) was added 3-cyano-benzyl bromide (0.23 g) and the mixture was heated at reflux for 2 hours. The solution was cooled at room temperature and the salts were removed by filtration, washed with acetone and the filtrate was evaporated under reduced pressure. The residue was purified by crystallizatiori from AcOEt to give the title compound (0.17 g) as whi... Yields the product C=C1CCCC=2SC=CC21 (4-methylene-4,5,6,7-tetrahydrobenzo[b]thiophene). The solvent is O1CCCC1 (tetrahydrofuran), O1CCCC1 (tetrahydrofuran). Run at time 90 minute. Procedure: n-Butyllithium (2.5M solution in hexanes; 105.3 ml) was added dropwise under nitrogen at 0° C. over 30 minutes to a stirred solution of methyltriphenyl-phosphonium bromide (75.16 g) in tetrahydrofuran (250 ml), then the mixture was stirred at ambient temperature for 90 minutes. A solution of 6,7-dihydrobenzo[b]thiophen-4(5H)-one (20 g) in tetrahydrofuran (200 ml) was added, the mixture was stirred at ambient temperature for 1 hour, then it was heated under reflux for 24 hours and cooled to ambie... The reagents and catalysts are [Br-].C[P+](C1=CC=CC=C1)(C1=CC=CC=C1)C1=CC=CC=C1 (methyltriphenyl-phosphonium bromide). As a reaction SMILES: [CH2:1]([Li])[CH2:2][CH2:3][CH3:4].[S:6]1[CH:10]=[CH:9][C:8]2C(=O)CC[CH2:14][C:7]1=2>[Br-].C[P+](C1C=CC=CC=1)(C1C=CC=CC=1)C1C=CC=CC=1.O1CCCC1>[CH2:4]=[C:3]1[C:8]2[CH:9]=[CH:10][S:6][C:7]=2[CH2:14][CH2:1][CH2:2]1 |f:2.3|. Reactants: S1C2=C(C=C1)C(CCC2)=O (6,7-dihydrobenzo[b]thiophen-4(5H)-one), C(CCC)[Li] (n-Butyllithium). The reactants are [Cl-].[NH4+] (ammonium chloride), C(C)(C)C=1CC2=CC=CC(=C2C1)C1=CC=CC=C1 (2-i-propyl-4-phenylindene), C[Si](C1C(=CC2=CC=CC=C12)C)(C)Cl (dimethyl(2-methylindenyl)silyl chloride), C(CCC)[Li] (n-butyllithium). Reagents/catalysts: [Cu](C#N)C#N (copper cyanide). Solvent: C(C)OCC (diethyl ether), CCCCCC (hexane). Run at time 12 hour. Yields the product C[Si](C1C(=CC2=CC=CC=C12)C)(C1C(=CC2=C(C=CC=C12)C1=CC=CC=C1)C(C)C)C (Dimethyl(2-i-propyl-4-phenylindenyl)(2-methylindenyl)silane). Isolated yield 98.2%. RXN SMILES: [CH:1]([C:4]1[CH2:5][C:6]2[C:11]([CH:12]=1)=[C:10]([C:13]1[CH:18]=[CH:17][CH:16]=[CH:15][CH:14]=1)[CH:9]=[CH:8][CH:7]=2)([CH3:3])[CH3:2].C([Li])CCC.[CH3:24][Si:25](Cl)([CH3:36])[CH:26]1[C:34]2[C:29](=[CH:30][CH:31]=[CH:32][CH:33]=2)[CH:28]=[C:27]1[CH3:35].[Cl-].[NH4+]>[Cu](C#N)C#N.CCCCCC.C(OCC)C>[CH3:24][Si:25]([CH3:36])([CH:5]1[C:6]2[C:11](=[C:10]([C:13]3[CH:14]=[CH:15][CH:16]=[CH:17][CH:18]=3)[CH:9]=[CH:8][CH:7]=2)[CH:12]=[C:4]1[CH:1]([CH3:3])[CH3:2])[CH:26]1[C:34]2[C:29](=[CH:30][CH:31]=[CH:32][CH:33]=2)[CH:28]=[C:27]1[CH3:35] |f:3.4|. Procedure details: In a 200-ml two-necked flask were charged 4.0 g (17.1 mmol) of 2-i-propyl-4-phenylindene, 42.3 mg (0.445 mmol) of copper cyanide, and 40 ml of diethyl ether. To the mixture was added at -78° C. 11.8 ml of 1.62 M hexane solution of n-butyllithium and the mixture was stirred at room temperature for 2 hours. Subsequently, 4.2 g (18.8 mmol) of dimethyl(2-methylindenyl)silyl chloride was added at -78° C. and the mixture was stirred at room temperature for 12 hours. After addition of aqueous ammonium ... Reactants: O=C([O-])[O-], CC(C)O, [K+], [K+], BrCCCCOc1ccccc1, O, OCCc1ccc(O)cc1. The product is OCCc1ccc(OCCCCOc2ccccc2)cc1. RXN SMILES: [C:23](=[O:24])([O-:25])[O-:26].[CH:30]([OH:31])([CH3:32])[CH3:33].[K+:27].[K+:28].[O:1]([c:2]1[cH:3][cH:4][cH:5][cH:6][cH:7]1)[CH2:8][CH2:9][CH2:10][CH2:11][Br:12].[OH2:29].[OH:13][CH2:14][CH2:15][c:16]1[cH:17][cH:18][c:19]([OH:20])[cH:21][cH:22]1>>[O:1]([c:2]1[cH:3][cH:4][cH:5][cH:6][cH:7]1)[CH2:8][CH2:9][CH2:10][CH2:11][O:20][c:19]1[cH:18][cH:17][c:16]([CH2:15][CH2:14][OH:13])[cH:22][cH:21]1. The reactants are FC1=NC(=CC=C1)F (2,6-difluoropyridine), C1=CC=C(C=C1)CS (benzylthiol), [H-].[Na+] (sodium hydride). Run in O1CCCC1 (tetrahydrofuran), O1CCCC1 (tetrahydrofuran), O1CCCC1 (tetrahydrofuran). Run at time 30 minute. Product: C(C1=CC=CC=C1)SC1=NC(=CC=C1)F (2-benzylthio-6-fluoropyridine). Yield: 74.5%. RXN SMILES: [CH:1]1[CH:6]=[CH:5][C:4]([CH2:7][SH:8])=[CH:3][CH:2]=1.[H-].[Na+].[F:11][C:12]1[CH:17]=[CH:16][CH:15]=[C:14](F)[N:13]=1>O1CCCC1>[CH2:7]([S:8][C:14]1[CH:15]=[CH:16][CH:17]=[C:12]([F:11])[N:13]=1)[C:4]1[CH:5]=[CH:6][CH:1]=[CH:2][CH:3]=1 |f:1.2|. Procedure: A solution of benzylthiol (5.4 g) in tetrahydrofuran (25 cm3) was added dropwise to a stirred suspension of sodium hydride (1.9 g of a 55% of a dispersion in oil) in tetrahydrofuran (350 cm3) under a nitrogen atmosphere. The mixture was stirred for 30 minutes and a solution of 2,6-difluoropyridine (5 g) in tetrahydrofuran (25 cm3) was added dropwise. The mixture was stirred for a further 3 hours and then carefully quenched with water. The products were extracted into diethyl ether and the combin... Starting materials: C1CCOC1, CCO, O=[N+]([O-])c1cc(OC2CN3CCC2CC3)c2occc2c1, NN. Yields the product Nc1cc(OC2CN3CCC2CC3)c2occc2c1. Reaction SMILES: [CH2:22]1[O:23][CH2:24][CH2:25][CH2:26]1.[CH3:29][CH2:30][OH:31].[N+:1]([O-:2])(=[O:3])[c:4]1[cH:5][c:6]([O:13][CH:14]2[CH2:15][N:16]3[CH2:17][CH2:18][CH:19]2[CH2:20][CH2:21]3)[c:7]2[c:8]([cH:9][cH:10][o:11]2)[cH:12]1.[NH2:27][NH2:28]>>[NH2:1][c:4]1[cH:5][c:6]([O:13][CH:14]2[CH2:15][N:16]3[CH2:17][CH2:18][CH:19]2[CH2:20][CH2:21]3)[c:7]2[c:8]([cH:9][cH:10][o:11]2)[cH:12]1. Reaction SMILES: [CH2:36]1[O:37][CH2:38][CH2:39][CH2:40]1.[CH3:26][C:27]([Cl:28])=[O:29].[cH:30]1[cH:31][cH:32][n:33][cH:34][cH:35]1.[n:1]1[cH:2][c:3]([NH:7][C:8](=[O:9])[c:10]2[cH:11][cH:12][c:13]([O:24][CH3:25])[c:14]3[o:15][c:16]4[c:17]([c:18]23)[cH:19][c:20]([NH2:23])[cH:21][cH:22]4)[cH:4][cH:5][cH:6]1>>[n:1]1[cH:2][c:3]([NH:7][C:8](=[O:9])[c:10]2[cH:11][cH:12][c:13]([O:24][CH3:25])[c:14]3[o:15][c:16]4[c:17]([c:18]23)[cH:19][c:20]([NH:23][C:27]([CH3:26])=[O:29])[cH:21][cH:22]4)[cH:4][cH:5][cH:6]1. Product: COc1ccc(C(=O)Nc2cccnc2)c2c1oc1ccc(NC(C)=O)cc12. The reactants are C1CCOC1, CC(=O)Cl, c1ccncc1, COc1ccc(C(=O)Nc2cccnc2)c2c1oc1ccc(N)cc12.